Dataset: the Open Reaction Database (ORD), a public repository of structured organic reaction records. Task: describe an organic reaction: reactants, conditions, products, and yield Reactants: FC([C@@]12N([C@H](OC1=O)C(Cl)(Cl)Cl)CCC2)F ((3R,7aS)-7a-difluoromethyl-3-trichloromethyl-tetrahydro-pyrrolo[1,2-c]oxazol-1-one), N (ammonia). The solvent is CO (methanol). Run at time 3 day. The product is FC([C@@]1(NCCC1)C(=O)N)F ((S)-2-Difluoromethyl-pyrrolidine-2-carboxylic acid amide). As a reaction SMILES: [F:1][CH:2]([F:16])[C@@:3]12[CH2:15][CH2:14][CH2:13][N:4]1[C@@H](C(Cl)(Cl)Cl)[O:6][C:7]2=O.[NH3:17]>CO>[F:1][CH:2]([F:16])[C@@:3]1([C:7]([NH2:17])=[O:6])[CH2:15][CH2:14][CH2:13][NH:4]1. Reported procedure: A mixture of (3R,7aS)-7a-difluoromethyl-3-trichloromethyl-tetrahydro-pyrrolo[1,2-c]oxazol-1-one (0.19 g) and 7M ammonia in methanol (4 ml) is stood at room temperature for 3 days in a sealed vessel. The reaction mixture is then filtered and evaporated to give the title compound as a pale brown oil which is used without further purification. MS (Method D) M+H 165. Reactants: OC1=CC=C2C(C(=COC2=C1)I)=O (7-hydroxy-3-iodochromen-4-one), ClCC1=C(N=C(S1)C1=CC=C(C=C1)C(F)(F)F)C (5-(chloromethyl)-4-methyl-2-(4-(trifluoromethyl)phenyl)thiazole), [I-].[Na+] (sodium iodide), C([O-])([O-])=O.[K+].[K+] (potassium carbonate). Run in CN(C=O)C (N,N-dimethylformamide), O (water). Yields the product IC1=COC2=CC(=CC=C2C1=O)OCC1=C(N=C(S1)C1=CC=C(C=C1)C(F)(F)F)C (3-iodo-7-({4-methyl-2-[4-(trifluoromethyl)phenyl](1,3-thiazol-5-yl)}methoxy)chromen-4-one). RXN SMILES: [OH:1][C:2]1[CH:11]=[C:10]2[C:5]([C:6](=[O:13])[C:7]([I:12])=[CH:8][O:9]2)=[CH:4][CH:3]=1.Cl[CH2:15][C:16]1[S:20][C:19]([C:21]2[CH:26]=[CH:25][C:24]([C:27]([F:30])([F:29])[F:28])=[CH:23][CH:22]=2)=[N:18][C:17]=1[CH3:31].[I-].[Na+].C(=O)([O-])[O-].[K+].[K+]>CN(C)C=O.O>[I:12][C:7]1[C:6](=[O:13])[C:5]2[C:10](=[CH:11][C:2]([O:1][CH2:15][C:16]3[S:20][C:19]([C:21]4[CH:22]=[CH:23][C:24]([C:27]([F:30])([F:28])[F:29])=[CH:25][CH:26]=4)=[N:18][C:17]=3[CH3:31])=[CH:3][CH:4]=2)[O:9][CH:8]=1 |f:2.3,4.5.6|. Procedure details: A mixture of 7-hydroxy-3-iodochromen-4-one (864 mg, 3.0 mmol), 5-(chloromethyl)-4-methyl-2-(4-(trifluoromethyl)phenyl)thiazole) (875 mg, 3.0 mmol), sodium iodide (450 mg, 3.0 mmol), and potassium carbonate (552 mg, 4.0 mmol) was dissolved in N,N-dimethylformamide (10 ml) at room temperature under nitrogen. The mixture was heated at 600 for 1 hour, cooled to room temperature, and water (30 ml) added to the mixture. The aqueous mixture was extracted with methylene chloride (3×30 ml), and the combi... The reactants are O=C([O-])[O-], CCc1[nH]c2c(Cl)ccc(OCC(=O)OC)c2c(=O)c1Cc1ccc(C(=O)C(C)(C)C)cc1, CN(C)C=O, FC(F)Cl, [K+], [K+], O. Product: CCc1nc2c(Cl)ccc(OCC(=O)OC)c2c(OC(F)F)c1Cc1ccc(C(=O)C(C)(C)C)cc1. Reaction SMILES: [C:39](=[O:40])([O-:41])[O-:42].[CH3:1][O:2][C:3]([CH2:4][O:5][c:6]1[c:7]2[c:8](=[O:32])[c:9]([CH2:19][c:20]3[cH:21][cH:22][c:23]([C:26]([C:27]([CH3:28])([CH3:29])[CH3:30])=[O:31])[cH:24][cH:25]3)[c:10]([CH2:17][CH3:18])[nH:11][c:12]2[c:13]([Cl:16])[cH:14][cH:15]1)=[O:33].[CH3:34][N:35]([CH3:36])[CH:37]=[O:38].[Cl:45][CH:46]([F:47])[F:48].[K+:43].[K+:44].[OH2:49]>>[CH3:1][O:2][C:3]([CH2:4][O:5][c:6]1[c:7]2[c:8]([O:32][CH:46]([F:47])[F:48])[c:9]([CH2:19][c:20]3[cH:21][cH:22][c:23]([C:26]([C:27]([CH3:28])([CH3:29])[CH3:30])=[O:31])[cH:24][cH:25]3)[c:10]([CH2:17][CH3:18])[n:11][c:12]2[c:13]([Cl:16])[cH:14][cH:15]1)=[O:33]. The reactants are ClC=1C=C(C(=O)OC)C=C(N1)Cl (methyl 2,6-dichloro-isonicotinate), C(C)(C)(C)P(C1=C(C=CC=C1)C1=CC=CC=C1)C(C)(C)C (2-(di-tert-butylphosphino)biphenyl), [Na+].CS(=O)(=O)[NH-] (methanesulfonamide sodium salt). The reagents and catalysts are C=1C=CC(=CC1)/C=C/C(=O)/C=C/C2=CC=CC=C2.C=1C=CC(=CC1)/C=C/C(=O)/C=C/C2=CC=CC=C2.C=1C=CC(=CC1)/C=C/C(=O)/C=C/C2=CC=CC=C2.[Pd].[Pd] (tris(dibenzylideneacetone)dipalladium(0)). The solvent is C1(=CC=CC=C1)C (toluene). Conditions: temperature 100 celsius, time 18 hour. The product is COC(C1=CC(=NC(=C1)NS(=O)(=O)C)Cl)=O (2-Chloro-6-methane-sulfonylamino-isonicotinic acid methyl ester). The yield is 49.5%. Reaction SMILES: [Cl:1][C:2]1[CH:3]=[C:4]([CH:9]=[C:10](Cl)[N:11]=1)[C:5]([O:7][CH3:8])=[O:6].C(P(C(C)(C)C)C1C=CC=CC=1C1C=CC=CC=1)(C)(C)C.[Na+].[CH3:35][S:36]([NH-:39])(=[O:38])=[O:37]>C1C=CC(/C=C/C(/C=C/C2C=CC=CC=2)=O)=CC=1.C1C=CC(/C=C/C(/C=C/C2C=CC=CC=2)=O)=CC=1.C1C=CC(/C=C/C(/C=C/C2C=CC=CC=2)=O)=CC=1.[Pd].[Pd].C1(C)C=CC=CC=1>[CH3:8][O:7][C:5](=[O:6])[C:4]1[CH:9]=[C:10]([NH:39][S:36]([CH3:35])(=[O:38])=[O:37])[N:11]=[C:2]([Cl:1])[CH:3]=1 |f:2.3,4.5.6.7.8|. Reported procedure: Add methyl 2,6-dichloro-isonicotinate (2.06 g, 10.0 mmol), toluene (10 mL), tris(dibenzylideneacetone)dipalladium(0) (0.458 g, 0.50 mmol), 2-(di-tert-butylphosphino)biphenyl (0.298 g, 1.00 mmol), and methanesulfonamide sodium salt (1.17 g, 10.0 mmol) to a sealed flask flushed with nitrogen. Heat and stir the sealed flask at 100° C. for 18 h. Cool the mixture to room temperature and filter through a pad of filtering agent, and wash the solid with dichloromethane. Concentrate and purify (silica ge...